This data is from the Open Reaction Database (ORD), a public repository of structured organic reaction records. The task is: describe an organic reaction: reactants, conditions, products, and yield Starting materials: CC(C)c1cccc(C(C)C)c1NC(=O)CC(=O)CCCCCCCCCCCOC1CCCCO1, ClC(Cl)Cl, O, Cc1ccc(S(=O)(=O)O)cc1. Product: CC(C)c1cccc(C(C)C)c1NC(=O)CC(=O)CCCCCCCCCCCO. As a reaction SMILES: [CH3:1][CH:2]([CH3:3])[c:4]1[c:5]([NH:13][C:14]([CH2:15][C:16]([CH2:17][CH2:18][CH2:19][CH2:20][CH2:21][CH2:22][CH2:23][CH2:24][CH2:25][CH2:26][CH2:27][O:28][CH:29]2[CH2:30][CH2:31][CH2:32][CH2:33][O:34]2)=[O:35])=[O:36])[c:6]([CH:10]([CH3:11])[CH3:12])[cH:7][cH:8][cH:9]1.[CH:49]([Cl:50])([Cl:51])[Cl:52].[OH2:48].[c:37]1([CH3:38])[cH:39][cH:40][c:41]([S:42]([OH:43])(=[O:44])=[O:45])[cH:46][cH:47]1>>[CH3:1][CH:2]([CH3:3])[c:4]1[c:5]([NH:13][C:14]([CH2:15][C:16]([CH2:17][CH2:18][CH2:19][CH2:20][CH2:21][CH2:22][CH2:23][CH2:24][CH2:25][CH2:26][CH2:27][OH:28])=[O:35])=[O:36])[c:6]([CH:10]([CH3:11])[CH3:12])[cH:7][cH:8][cH:9]1. Starting materials: NC=1SC=C(N1)C(C(=O)OCC)=O (ethyl 2-aminothiazol-4-ylglyoxylate), FC1=CC=C(C=C1)N=C=S (p-fluorophenyl isothiocyanate). Run in CS(=O)C (dimethyl sulfoxide). The product is FC1=CC=C(C=C1)NC(NC=1SC=C(N1)C(C(=O)OCC)=O)=S (Ethyl 2-(3-p-fluorophenylthioureido)thiazol-4-ylglyoxylate). Reaction SMILES: [NH2:1][C:2]1[S:3][CH:4]=[C:5]([C:7](=[O:13])[C:8]([O:10][CH2:11][CH3:12])=[O:9])[N:6]=1.[F:14][C:15]1[CH:20]=[CH:19][C:18]([N:21]=[C:22]=[S:23])=[CH:17][CH:16]=1>CS(C)=O>[F:14][C:15]1[CH:20]=[CH:19][C:18]([NH:21][C:22](=[S:23])[NH:1][C:2]2[S:3][CH:4]=[C:5]([C:7](=[O:13])[C:8]([O:10][CH2:11][CH3:12])=[O:9])[N:6]=2)=[CH:17][CH:16]=1. Procedure: Following a procedure similar to that described in Preparation 1, the desired compound was prepared from 5 g of ethyl 2-aminothiazol-4-ylglyoxylate, 4.6 g of p-fluorophenyl isothiocyanate and 20 ml of dimethyl sulfoxide. The resulting product was a pale yellow powder having the following physical properties. The reactants are O1CCOCC1 (dioxane), NC1=NC(=CC(=N1)Cl)Cl (2-amino-4,6-dichloropyrimidine), FC(Cl)F (difluorochloromethane). Reaction SMILES: [NH2:1][C:2]1[N:7]=[C:6]([Cl:8])[CH:5]=[C:4](Cl)[N:3]=1.[O:10]1CCOCC1.[F:16][CH:17]([F:19])Cl>[OH-].[Na+]>[NH2:1][C:2]1[N:7]=[C:6]([Cl:8])[CH:5]=[C:4]([O:10][CH:17]([F:19])[F:16])[N:3]=1 |f:3.4|. Yields the product NC1=NC(=CC(=N1)Cl)OC(F)F (2-amino-4-chloro-6-difluoromethoxy-pyrimidine). Solvent: [OH-].[Na+] (sodium hydroxide). Procedure details: A suspension of 16.4 g of 2-amino-4,6-dichloropyrimidine in 100 ml of 40% sodium hydroxide solution is stirred at a temperature of 95°-100° C. for 1 hour. 200 ml of dioxane are added, and 20 g of gaseous difluorochloromethane are passed in at a temperature of 70°-75° C. in the course of 1 hour. The organic phase is separated off and concentrated to about 1/5 of its volume, the residue is poured into water and the solid precipitate is separated off to give 6 g of 2-amino-4-chloro-6-difluoromethox... Reaction conditions: time 1 hour. Reactants: C1=CC=CC2=CC=CC=C12 (naphthalene), S(O)(O)(=O)=O (sulfuric acid). Run at temperature 150 celsius, time 3 hour. Yields the product C1(=CC=CC2=CC=CC=C12)S(=O)(=O)O (naphthalenesulfonic acid). The yield is 133.0%. RXN SMILES: [CH:1]1[C:10]2[C:5](=[CH:6][CH:7]=[CH:8][CH:9]=2)[CH:4]=[CH:3][CH:2]=1.[S:11](=O)(=[O:14])([OH:13])[OH:12]>>[C:9]1([S:11]([OH:14])(=[O:13])=[O:12])[C:10]2[C:5](=[CH:4][CH:3]=[CH:2][CH:1]=2)[CH:6]=[CH:7][CH:8]=1. Procedure: 500 g naphthalene (3.9 m) and 624 g sulfuric acid 98% (6.23 m) were charged to a reactor and mixed. The resulting mixture was then heated rapidly to 150° C. and agitated at 150° C. for 3 hours to obtain 1080 g of naphthalenesulfonic acid having the following properties: Reactants: ClC=1N(C=C(N1)[N+](=O)[O-])C[C@]1(OC1)C ((R)-2-chloro-1-(2-methyloxiran-2-ylmethyl)-4-nitroimidazole), N1(CCNCC1)C(=O)OCC1=CC=C(C=C1)OC(F)(F)F (4-trifluoromethoxybenzyl piperazine-1-carboxylate), O (water). Run in CN(C)C=O (DMF). Reaction conditions: temperature 67.5 celsius, time 20 hour. The product is ClC=1N(C=C(N1)[N+](=O)[O-])C[C@@](CN1CCN(CC1)C(=O)OCC1=CC=C(C=C1)OC(F)(F)F)(C)O (4-trifluoromethoxybenzyl (S)-4-[3-(2-chloro-4-nitroimidazol-1-yl)-2-hydroxy-2-methylpropyl]-piperazine-1-carboxylate). Isolated yield 83.3%. RXN SMILES: [Cl:1][C:2]1[N:3]([CH2:10][C@:11]2([CH3:14])[CH2:13][O:12]2)[CH:4]=[C:5]([N+:7]([O-:9])=[O:8])[N:6]=1.[N:15]1([C:21]([O:23][CH2:24][C:25]2[CH:30]=[CH:29][C:28]([O:31][C:32]([F:35])([F:34])[F:33])=[CH:27][CH:26]=2)=[O:22])[CH2:20][CH2:19][NH:18][CH2:17][CH2:16]1.O>CN(C=O)C>[Cl:1][C:2]1[N:3]([CH2:10][C@:11]([OH:12])([CH3:14])[CH2:13][N:18]2[CH2:17][CH2:16][N:15]([C:21]([O:23][CH2:24][C:25]3[CH:26]=[CH:27][C:28]([O:31][C:32]([F:34])([F:35])[F:33])=[CH:29][CH:30]=3)=[O:22])[CH2:20][CH2:19]2)[CH:4]=[C:5]([N+:7]([O-:9])=[O:8])[N:6]=1. Procedure: A mixture of (R)-2-chloro-1-(2-methyloxiran-2-ylmethyl)-4-nitroimidazole prepared in Example 12 (15 g, 68.93 mmol) and 4-trifluoromethoxybenzyl piperazine-1-carboxylate (25.17 g, 82.72 mmol) in DMF (75 ml) was stirred at 65-70° C. for 20 hours. The reaction mixture was allowed to return to room temperature and poured into water (475 ml), and extracted with ethyl acetate (150 ml). The aqueous layer was extracted with ethyl acetate (150 ml) again. The organic phases were combined, washed with wate...